From a dataset of the Open Reaction Database (ORD), a public repository of structured organic reaction records. describe an organic reaction: reactants, conditions, products, and yield Reactants: [BH4-], CCOC(=O)C1CN(C(C)=O)CCC1=O, c1ccc2c(c1)CCN2, [Na+]. Product: CCOC(=O)C1CN(C(C)=O)CCC1N1CCc2ccccc21. As a reaction SMILES: [BH4-:25].[C:10]([CH3:11])(=[O:12])[N:13]1[CH2:14][CH:15]([C:20](=[O:21])[O:22][CH2:23][CH3:24])[C:16](=[O:19])[CH2:17][CH2:18]1.[CH2:1]1[CH2:2][c:3]2[cH:4][cH:5][cH:6][cH:7][c:8]2[NH:9]1.[Na+:26]>>[CH2:1]1[CH2:2][c:3]2[cH:4][cH:5][cH:6][cH:7][c:8]2[N:9]1[CH:16]1[CH:15]([C:20](=[O:21])[O:22][CH2:23][CH3:24])[CH2:14][N:13]([C:10]([CH3:11])=[O:12])[CH2:18][CH2:17]1. The reactants are N1(CCCCC1)C(C)O (1-piperidinoethanol), S(=O)(Cl)Cl (thionyl chloride), C(C)(=O)OCCCCC (Amyl acetate), C([O-])([O-])=O.[K+].[K+] (potassium carbonate), OC1=CC=C(C(=O)OC)C=C1 (methyl 4-hydroxybenzoate). The solvent is C(Cl)Cl (methylene chloride), C(Cl)Cl (methylene chloride). Reaction conditions: temperature 135 celsius, time 12 hour. The product is Cl.N1(CCCCC1)CCOC1=CC=C(C(=O)O)C=C1 (4-(2-piperidinoethoxy) benzoic acid hydrochloride). The yield is 68.1%. Reaction SMILES: S(Cl)([Cl:3])=O.[N:5]1([CH:11](O)[CH3:12])[CH2:10][CH2:9][CH2:8][CH2:7][CH2:6]1.C(OCCCCC)(=O)C.C(=O)([O-])[O-].[K+].[K+].[OH:29][C:30]1[CH:39]=[CH:38][C:33]([C:34]([O:36]C)=[O:35])=[CH:32][CH:31]=1>C(Cl)Cl>[ClH:3].[N:5]1([CH2:11][CH2:12][O:29][C:30]2[CH:39]=[CH:38][C:33]([C:34]([OH:36])=[O:35])=[CH:32][CH:31]=2)[CH2:10][CH2:9][CH2:8][CH2:7][CH2:6]1 |f:3.4.5,8.9|. Reported procedure: Into a 500 ml round bottom flask is placed 23.38 g (197 mmol) of thionyl chloride and 140 ml of methylene chloride. The resulting solution is cooled with an ice bath as 21.91 g (170 mmol) of 1-piperidinoethanol in 30 ml of methylene chloride is added over 30 minutes. After the addition is complete, the ice bath is removed and the mixture is stirred for about 12 hours. The reaction mixture is concentrated on a rotary evaporator to yield a solid residue. Amyl acetate (225 ml), potassium carbonate ... Starting materials: N1=CC=CC2=CC=C3C(=C12)C=CC=C3 (benzoquinoline), C(CCC)[Li] (n-butyl lithium), CCOC(=O)C (EtOAc), COC=1C=NC2=C3C(=CC=C2C1)C=CC=C3 (3-methoxybenzoquinoline), ice NaCl. The solvent is C1CCOC1 (THF). Reaction conditions: time 1 hour. Yields the product CN1C(C=CC2=CC=C3C(=C12)C=CC=C3)O (N-methyl-hydroxybenzoquinoline). As a reaction SMILES: [N:1]1[C:10]2[C:5](=[CH:6][CH:7]=[C:8]3[CH:14]=[CH:13][CH:12]=[CH:11][C:9]3=2)[CH:4]=C[CH:2]=1.COC1C=NC2C(C=1)=CC=C1C=CC=CC=21.C([Li])CCC.CCO[C:39]([CH3:41])=[O:40]>C1COCC1>[CH3:2][N:1]1[C:10]2[C:5](=[CH:6][CH:7]=[C:8]3[CH:14]=[CH:13][CH:12]=[CH:11][C:9]3=2)[CH:4]=[CH:41][CH:39]1[OH:40]. Reported procedure: Compound 13 was alkylated with Mel according to a general amino group alkylation procedure as follows. The 3-methoxybenzoquinoline derivative (100 mg) 13 was suspended in 5 mL of dry THF and cooled to -5° C. (ice/NaCl). 1.1 equivalents of n-butyl lithium (1 M) was added dropwise, and the reaction was stirred for 1 hour. 3 equivalents of the Mel alkylating agent was added slowly and the reaction was allowed to stir at room temperature for 2 hours. Aqueous work-up using NH4C1 and EtOAc gave a crud... Starting materials: CN1CCN(CC1)NC(=O)C1=CC=C(S1)C(=O)OC (Methyl 5-(4-methylpiperazin-1-ylcarbamoyl)thiophene-2-carboxylate), O.NN (hydrazine monohydrate). Solvent: C(C)O (ethanol). Yields the product CN1CCN(CC1)NC(=O)C=1SC(=CC1)C(=O)NN (5-(Hydrazinocarbonyl)thiophene-2-carboxylic acid (4-methylpiperazin-1-yl)amide). Isolated yield 65.0%. As a reaction SMILES: [CH3:1][N:2]1[CH2:7][CH2:6][N:5]([NH:8][C:9]([C:11]2[S:15][C:14]([C:16]([O:18]C)=O)=[CH:13][CH:12]=2)=[O:10])[CH2:4][CH2:3]1.O.[NH2:21][NH2:22]>C(O)C>[CH3:1][N:2]1[CH2:7][CH2:6][N:5]([NH:8][C:9]([C:11]2[S:15][C:14]([C:16]([NH:21][NH2:22])=[O:18])=[CH:13][CH:12]=2)=[O:10])[CH2:4][CH2:3]1 |f:1.2|. Procedure: Methyl 5-(4-methylpiperazin-1-ylcarbamoyl)thiophene-2-carboxylate (218 mg, 0.77 mmol) in ethanol (60 mL) was refluexed with heating with hydrazine monohydrate (0.40 mL) for 6 hours and allowed to cool to room temperature, and the solvent was evaporated at 40° C. mL of diethyl ether was added to the resulting oil, and the precipitated solid was collected by filtration, washed with water and dried to give 142 mg of the desired product (yield 65%). Reactants: 31.2, Cl.NC1=C(C=C(C(=C1)Cl)Cl)NCCCO (3-[(2-amino-4,5-dichlorophenyl)amino]-1-propanol hydrochloride), 10.6, [O-]C#N.[K+] (potassium cyanate). Run in O (water), O (water). Reaction conditions: time 20 hour. Product: 14.5, ClC1=CC2=C(N(C(N2)=O)CCCO)C=C1Cl (5,6-dichloro-1,3-dihydro-1-(3-hydroxypropyl)-2H-benzimidazol-2-one). Isolated yield 48.0%. Reaction SMILES: Cl.[NH2:2][C:3]1[CH:8]=[C:7]([Cl:9])[C:6]([Cl:10])=[CH:5][C:4]=1[NH:11][CH2:12][CH2:13][CH2:14][OH:15].[O-:16][C:17]#N.[K+]>O>[Cl:9][C:7]1[C:6]([Cl:10])=[CH:5][C:4]2[N:11]([CH2:12][CH2:13][CH2:14][OH:15])[C:17](=[O:16])[NH:2][C:3]=2[CH:8]=1 |f:0.1,2.3|. Procedure: To a stirred mixture of 31.2 parts of 3-[(2-amino-4,5-dichlorophenyl)amino]-1-propanol hydrochloride in 200 parts of water is added dropwise, during a 15 minutes-period, a solution of 10.6 parts of potassium cyanate in 50 parts of water at a temperature between 15° and 20° C. Upon completion, stirring is continued first for 20 minutes at room temperature and further for 20 hours at reflux. The reaction mixture is allowed to cool over week-end to room temperature. The precipitated product is filt... The reactants are N[C@H](C(=O)NC1=C(C=C(C=C1F)F)F)CC1=CC=CC=C1 ((S)-α-Amino-N-(2,4,6-trifluorophenyl)benzenepropanamide), C1(=CC=CC=C1)N=C=O (phenylisocyanate). Product: C1(=CC=CC=C1)NC(=O)N[C@H](C(=O)NC1=C(C=C(C=C1F)F)F)CC1=CC=CC=C1 ((S)-α-[[(Phenylamino)carbonyl]amino]-N-(2,4,6-trifluorophenyl)benzenepropanamide). Reaction SMILES: [NH2:1][C@@H:2]([CH2:15][C:16]1[CH:21]=[CH:20][CH:19]=[CH:18][CH:17]=1)[C:3]([NH:5][C:6]1[C:11]([F:12])=[CH:10][C:9]([F:13])=[CH:8][C:7]=1[F:14])=[O:4].[C:22]1([N:28]=[C:29]=[O:30])[CH:27]=[CH:26][CH:25]=[CH:24][CH:23]=1>>[C:22]1([NH:28][C:29]([NH:1][C@@H:2]([CH2:15][C:16]2[CH:21]=[CH:20][CH:19]=[CH:18][CH:17]=2)[C:3]([NH:5][C:6]2[C:7]([F:14])=[CH:8][C:9]([F:13])=[CH:10][C:11]=2[F:12])=[O:4])=[O:30])[CH:27]=[CH:26][CH:25]=[CH:24][CH:23]=1. Procedure details: Following the procedure of Example 58 only using the product of Example 50 and phenylisocyanate, the title compound was obtained, mp 225°-233° C. Reactants: CCCCn1c(C)cc(=O)c(C(=O)Nc2c(CC)cccc2CC)c1C, ClC(Cl)Cl, O=C1CCC(=O)N1Cl. The product is CCCCn1c(C)c(Cl)c(=O)c(C(=O)Nc2c(CC)cccc2CC)c1C. Reaction SMILES: [CH2:1]([CH2:2][CH2:3][CH3:4])[n:5]1[c:6]([CH3:26])[c:7]([C:13](=[O:14])[NH:15][c:16]2[c:17]([CH2:24][CH3:25])[cH:18][cH:19][cH:20][c:21]2[CH2:22][CH3:23])[c:8](=[O:12])[cH:9][c:10]1[CH3:11].[CH:35]([Cl:36])([Cl:37])[Cl:38].[Cl:27][N:28]1[C:29](=[O:30])[CH2:31][CH2:32][C:33]1=[O:34]>>[CH2:1]([CH2:2][CH2:3][CH3:4])[n:5]1[c:6]([CH3:26])[c:7]([C:13](=[O:14])[NH:15][c:16]2[c:17]([CH2:24][CH3:25])[cH:18][cH:19][cH:20][c:21]2[CH2:22][CH3:23])[c:8](=[O:12])[c:9]([Cl:27])[c:10]1[CH3:11]. The reactants are C(C)(=S)O (thioacetic acid), TEA, C(C)(C)(C)OC(=O)N1CCC(CC1)C(C(=C)C(=O)OCC)C (4-(2ethoxycarbonyl-1-methyl-allyl)-piperidine-1-carboxylic acid tert-butyl ester), C(C)(=S)O (thioacetic acid), CCOC(=O)C (EtOAc). Reaction conditions: temperature 45 celsius. The product is C(C)(C)(C)OC(=O)N1CCC(CC1)C(C(CSC(C)=O)C(=O)OCC)C (4-(3-Acetylsulfanyl-2-ethoxycarbonyl-1-methyl-propyl)-piperidine-1-carboxylic acid tert-butyl ester). Reaction SMILES: [C:1]([O:5][C:6]([N:8]1[CH2:13][CH2:12][CH:11]([CH:14]([CH3:22])[C:15]([C:17]([O:19][CH2:20][CH3:21])=[O:18])=[CH2:16])[CH2:10][CH2:9]1)=[O:7])([CH3:4])([CH3:3])[CH3:2].CCOC(C)=O.[C:29]([OH:32])(=[S:31])[CH3:30]>>[C:1]([O:5][C:6]([N:8]1[CH2:13][CH2:12][CH:11]([CH:14]([CH3:22])[CH:15]([C:17]([O:19][CH2:20][CH3:21])=[O:18])[CH2:16][S:31][C:29](=[O:32])[CH3:30])[CH2:10][CH2:9]1)=[O:7])([CH3:4])([CH3:3])[CH3:2]. Reported procedure: TEA (86 μL, 0.617 mmol) was added to a solution of 4-(2ethoxycarbonyl-1-methyl-allyl)-piperidine-1-carboxylic acid tert-butyl ester (0.18 g, 0.59 mmol) in thioacetic acid (2 mL) at 0° C. After stirring for 6 h more thioacetic acid (2 mL) was added and the mixture was stirred at 45° C. over night. EtOAc was added and the mixture was washed with water, saturated NaHCO3 and brine, dried and concentrated under reduced pressure. The crude was purified by flash chromatography (toluene/EtOAc, 5:1→1:1) ... Reported procedure: A mixture of 4.0 g (17 mM) of the phenyl ester of tetrahydro-1-methyl-4-oxo-1H-imidazol-2-ylidene carbamic acid 8 and 1.6 g (17 mM) of 4-aminopyridine in 25 ml of anhydrous dimethylformamide (DMF) was heated at 55° for 5 hrs. (hours), cooled, and poured with stirring into 250 ml of water. The precipitated solid was collected, washed with ethanol and ether, and air dried. Recrystallization from methanol gave 2.0 g of the above urea as a pale yellow solid, m.p. 218°-220° C. (dec.). Run in CN(C=O)C (dimethylformamide). Product: N1=CC=C(C=C1)NC(=O)N=C1N(CC(N1)=O)C (1-(4-Pyridinyl)-3-(tetrahydro-1-methyl-4-oxo-1H-imidazol-2-ylidene) urea). RXN SMILES: [CH3:1][N:2]1[CH2:6][C:5](=[O:7])[NH:4][C:3]1=[N:8][C:9](=[O:11])O.[NH2:12][C:13]1[CH:18]=[CH:17][N:16]=[CH:15][CH:14]=1.O>CN(C)C=O>[N:16]1[CH:17]=[CH:18][C:13]([NH:12][C:9]([N:8]=[C:3]2[NH:4][C:5](=[O:7])[CH2:6][N:2]2[CH3:1])=[O:11])=[CH:14][CH:15]=1. Starting materials: O (water), phenyl ester, CN1C(NC(C1)=O)=NC(O)=O (tetrahydro-1-methyl-4-oxo-1H-imidazol-2-ylidene carbamic acid), NC1=CC=NC=C1 (4-aminopyridine).